This data is from the Open Reaction Database (ORD), a public repository of structured organic reaction records. The task is: describe an organic reaction: reactants, conditions, products, and yield Starting materials: O=C(O)CBr, O=C([O-])O, COc1cc(OC)c(S(=O)(=O)Cl)cc1C(=O)O, [Na+], [Na+], [Na+], O, O=S([O-])[O-]. Product: COc1cc(OC)c(S(C)(=O)=O)cc1C(=O)O. RXN SMILES: [Br:29][CH2:30][C:31]([OH:32])=[O:33].[C:7](=[O:8])([OH:9])[O-:10].[Cl:12][S:13](=[O:14])(=[O:15])[c:16]1[c:17]([O:27][CH3:28])[cH:18][c:19]([O:25][CH3:26])[c:20]([C:21](=[O:22])[OH:23])[cH:24]1.[Na+:11].[Na+:5].[Na+:6].[OH2:34].[S:1]([O-:2])([O-:3])=[O:4]>>[CH3:7][S:13](=[O:14])(=[O:15])[c:16]1[c:17]([O:27][CH3:28])[cH:18][c:19]([O:25][CH3:26])[c:20]([C:21](=[O:22])[OH:23])[cH:24]1. Reactants: [Li]C(C)(C)C, C1CCOC1, CCCCC, CN(C)C1(c2ccccc2)CCC(=O)CC1, c1ccc2occc2c1. Yields the product CN(C)C1(c2ccccc2)CCC(O)(c2cc3ccccc3o2)CC1. Reaction SMILES: [C:10]([Li:11])([CH3:12])([CH3:13])[CH3:14].[CH2:36]1[O:37][CH2:38][CH2:39][CH2:40]1.[CH3:15][CH2:16][CH2:17][CH2:18][CH3:19].[CH3:20][N:21]([C:22]1([c:29]2[cH:30][cH:31][cH:32][cH:33][cH:34]2)[CH2:23][CH2:24][C:25](=[O:28])[CH2:26][CH2:27]1)[CH3:35].[o:1]1[c:2]2[c:3]([cH:4][cH:5]1)[cH:6][cH:7][cH:8][cH:9]2>>[o:1]1[c:2]2[c:3]([cH:4][c:5]1[C:25]1([OH:28])[CH2:24][CH2:23][C:22]([N:21]([CH3:20])[CH3:35])([c:29]3[cH:30][cH:31][cH:32][cH:33][cH:34]3)[CH2:27][CH2:26]1)[cH:6][cH:7][cH:8][cH:9]2. As a reaction SMILES: [O:1]=[C:2]1[N:6]([C:7]2[CH:12]=[CH:11][C:10]([C:13]3[CH2:14][CH2:15][N:16]([C:19](=[O:25])[CH2:20][O:21]C(=O)C)[CH2:17][CH:18]=3)=[CH:9][CH:8]=2)[CH2:5][C@H:4]([CH2:26][NH:27][C:28](=[O:30])[CH3:29])[O:3]1.O=C1N(C2C=CC(C3CCN(C(=O)COC(=O)C)CC=3)=C(F)C=2)C[C@H](CNC(=O)C)O1>>[OH:21][CH2:20][C:19]([N:16]1[CH2:17][CH:18]=[C:13]([C:10]2[CH:9]=[CH:8][C:7]([N:6]3[CH2:5][C@H:4]([CH2:26][NH:27][C:28](=[O:30])[CH3:29])[O:3][C:2]3=[O:1])=[CH:12][CH:11]=2)[CH2:14][CH2:15]1)=[O:25]. Yields the product OCC(=O)N1CCC(=CC1)C1=CC=C(C=C1)N1C(O[C@H](C1)CNC(C)=O)=O ((S)-(-)-N-[[3-[4-[1-(Hydroxyacetyl)-3,6-dihydro-2H-pyridin-4-yl]phenyl]-2-oxo-5-oxazolidinyl]methyl]acetamide). Procedure details: Following the general procedure of EXAMPLE 40, and making non-critical variations but substituting (S)-(-)-N-[[2-oxo-3-[4-[1-(acetoxy)acetyl]-3,6-dihydro-2H-pyridin-4-yl]phenyl]-5-oxazolidinyl]methyl]acetamide (EXAMPLE 59) for (S)-(-)-N-[[2-oxo-3-[3-fluoro-4-[1-[(acetoxy)acetyl]-3,6-dihydro-2H-pyridin-4-yl]phenyl]-5-oxazolidinyl]methyl]acetamide, the title compound is obtained, HRMS (FAB) calcd for C19H23N3O5 +H: 374.1716. Found: 374.1713. Starting materials: O=C1O[C@H](CN1C1=CC=C(C=C1)C=1CCN(CC1)C(COC(C)=O)=O)CNC(C)=O ((S)-(-)-N-[[2-Oxo-3-[4-[1-[(acetoxy)acetyl]-3,6-dihydro-2H-pyridin-4-yl]phenyl]-5-oxazolidinyl]methyl]acetamide), O=C1O[C@H](CN1C1=CC(=C(C=C1)C=1CCN(CC1)C(COC(C)=O)=O)F)CNC(C)=O ((S)-(-)-N-[[2-oxo-3-[3-fluoro-4-[1-[(acetoxy)acetyl]-3,6-dihydro-2H-pyridin-4-yl]phenyl]-5-oxazolidinyl]methyl]acetamide). Starting materials: N(=O)[O-].[Na+] (sodium nitrite), ClC1=CC=C(C=N1)CCNC1=CC=C(C=C1)C (N-(2-(6-chloropyridin-3-yl)ethyl)-4-methylaniline). Solvent: O (water), Cl (HCl), C(C)O (ethanol). The product is ClC1=CC=C(C=N1)CCN(N=O)C1=CC=C(C=C1)C (N-(2-(6-chloropyridin-3-yl)ethyl)-N-p-tolylnitrous amide). As a reaction SMILES: [Cl:1][C:2]1[N:7]=[CH:6][C:5]([CH2:8][CH2:9][NH:10][C:11]2[CH:16]=[CH:15][C:14]([CH3:17])=[CH:13][CH:12]=2)=[CH:4][CH:3]=1.[N:18]([O-])=[O:19].[Na+]>Cl.C(O)C.O>[Cl:1][C:2]1[N:7]=[CH:6][C:5]([CH2:8][CH2:9][N:10]([C:11]2[CH:12]=[CH:13][C:14]([CH3:17])=[CH:15][CH:16]=2)[N:18]=[O:19])=[CH:4][CH:3]=1 |f:1.2|. Reported procedure: A 250 mL reaction flask was charged with N-(2-(6-chloropyridin-3-yl)ethyl)-4-methylaniline (5 g, 20.3 mmol; Example 117B) in 1 N HCl (22 mL) and ethanol (20 mL). The mixture was stirred at room temperature until complete dissolution was obtained (˜2 hours). The reaction then was cooled in an ice bath and a solution of sodium nitrite (1.55 g, 22.47 mmol; Aldrich) in water (10 mL) was added dropwise with stirring. After the addition was complete, the reaction mixture was allowed to warm briefly to... Product: Clc1cccc(CN2CCCCC2)n1. As a reaction SMILES: [C:33]([Cl:34])([Cl:35])([Cl:36])[Cl:37].[C:9]([O:10][O:11][C:12](=[O:13])[c:14]1[cH:15][cH:16][cH:17][cH:18][cH:19]1)(=[O:20])[c:21]1[cH:22][cH:23][cH:24][cH:25][cH:26]1.[CH2:27]1[CH2:28][CH2:29][NH:30][CH2:31][CH2:32]1.[Cl:1][c:2]1[n:3][c:4]([CH3:8])[cH:5][cH:6][cH:7]1>>[Cl:1][c:2]1[n:3][c:4]([CH2:8][N:30]2[CH2:29][CH2:28][CH2:27][CH2:32][CH2:31]2)[cH:5][cH:6][cH:7]1. Starting materials: ClC(Cl)(Cl)Cl, O=C(OOC(=O)c1ccccc1)c1ccccc1, C1CCNCC1, Cc1cccc(Cl)n1. Reactants: COC(=O)C1=C(N(C(C(=C1)C)=O)C)NC1=C(C=C(C=C1)I)F (2-(2-fluoro-4-iodophenylamino)-1,5-dimethyl-6-oxo-1,6-dihydropyridine-3-carboxylic acid methyl ester), C(=C)OCCON (O-(2-vinyloxyethyl)-hydroxylamine), C[Si](C)(C)[NH-].C[Si](C)(C)[NH-].[Li+].[Li+] (lithium bis(trimethylsilylamide)), O (water), Cl (HCl). The solvent is C1CCOC1 (THF), hexanes. Reaction conditions: temperature 22 celsius, time 55 minute. Product: C(=C)OCCONC(=O)C1=C(N(C(C(=C1)C)=O)C)NC1=C(C=C(C=C1)I)F (2-(2-fluoro-4-iodophenylamino)-1,5-dimethyl-6-oxo-1,6-dihydropyridine-3-carboxylic acid (2-vinyloxyethoxy)-amide). Isolated yield 73.6%. RXN SMILES: CO[C:3]([C:5]1[CH:10]=[C:9]([CH3:11])[C:8](=[O:12])[N:7]([CH3:13])[C:6]=1[NH:14][C:15]1[CH:20]=[CH:19][C:18]([I:21])=[CH:17][C:16]=1[F:22])=[O:4].[CH:23]([O:25][CH2:26][CH2:27][O:28][NH2:29])=[CH2:24].C[Si]([NH-])(C)C.C[Si]([NH-])(C)C.[Li+].[Li+].O.Cl>C1COCC1>[CH:23]([O:25][CH2:26][CH2:27][O:28][NH:29][C:3]([C:5]1[CH:10]=[C:9]([CH3:11])[C:8](=[O:12])[N:7]([CH3:13])[C:6]=1[NH:14][C:15]1[CH:20]=[CH:19][C:18]([I:21])=[CH:17][C:16]=1[F:22])=[O:4])=[CH2:24] |f:2.3.4.5|. Procedure: To a stirred solution of 2-(2-fluoro-4-iodophenylamino)-1,5-dimethyl-6-oxo-1,6-dihydropyridine-3-carboxylic acid methyl ester (221 g, 0.53 mol) and O-(2-vinyloxyethyl)-hydroxylamine (63 g, 0.61 mol) in THF (2.85 L), under nitrogen, was added 1M lithium bis(trimethylsilylamide) solution in hexanes (1431 g), over 55 minutes, keeping the temperature between −14.7 and −12.4° C. After 2 hours at −15° C., water (165 mL, 9.2 mol) was added to the mixture, followed by 2M HCl solution (1.98 L), which was... Reactants: CCOC(=O)C(Cc1ccc(OCC(=O)O)cc1)OCC, CCCCCCNCCc1ccccc1, CCN=C=NCCCN(C)C, ClCCl, CN(C)c1ccncc1, Cl. Product: CCCCCCN(CCc1ccccc1)C(=O)COc1ccc(CC(OCC)C(=O)OCC)cc1. RXN SMILES: [CH2:1]([CH3:2])[O:3][CH:4]([CH2:5][c:6]1[cH:7][cH:8][c:9]([O:10][CH2:11][C:12](=[O:13])[OH:14])[cH:15][cH:16]1)[C:17](=[O:18])[O:19][CH2:20][CH3:21].[CH2:22]([CH2:23][CH2:24][CH2:25][CH2:26][CH3:27])[NH:28][CH2:29][CH2:30][c:31]1[cH:32][cH:33][cH:34][cH:35][cH:36]1.[CH2:38]([N:39]=[C:40]=[N:41][CH2:42][CH2:43][CH2:44][N:45]([CH3:46])[CH3:47])[CH3:48].[CH2:49]([Cl:50])[Cl:51].[CH3:52][N:53]([c:54]1[cH:55][cH:56][n:57][cH:58][cH:59]1)[CH3:60].[ClH:37]>>[CH2:1]([CH3:2])[O:3][CH:4]([CH2:5][c:6]1[cH:7][cH:8][c:9]([O:10][CH2:11][C:12](=[O:14])[N:28]([CH2:22][CH2:23][CH2:24][CH2:25][CH2:26][CH3:27])[CH2:29][CH2:30][c:31]2[cH:32][cH:33][cH:34][cH:35][cH:36]2)[cH:15][cH:16]1)[C:17](=[O:18])[O:19][CH2:20][CH3:21]. The reactants are C(C1=CC=CC=C1)N1CC(C(CC1)(C1=C(C=CC=2C=COC21)F)O)CC (1-benzyl-3-ethyl-4-hydroxy-4-(6-fluorobenzofur-7-yl)piperidine), C(C1=CC=CC=C1)N1CC(C(CC1)(C1=C(C=CC=2C=COC21)F)OC(C(=O)C)=O)CC (1-benzyl-3-ethyl-4-(methyl oxoacetoxy)-4-(6-fluorobenzofur-7-yl)piperidine). Yields the product C(C1=CC=CC=C1)N1C[C@H]([C@H](CC1)C1=C(C=CC=2C=COC21)F)CC (cis-1-benzyl-3-ethyl-4-(6-fluorobenzofur-7-yl)piperidine). Isolated yield 95.1%. RXN SMILES: [CH2:1]([N:8]1[CH2:13][CH2:12][C:11](O)([C:14]2[C:22]3[O:21][CH:20]=[CH:19][C:18]=3[CH:17]=[CH:16][C:15]=2[F:23])[CH:10]([CH2:25][CH3:26])[CH2:9]1)[C:2]1[CH:7]=[CH:6][CH:5]=[CH:4][CH:3]=1.C(N1CCC(OC(=O)C(C)=O)(C2C3OC=CC=3C=CC=2F)C(CC)C1)C1C=CC=CC=1>>[CH2:1]([N:8]1[CH2:13][CH2:12][C@H:11]([C:14]2[C:22]3[O:21][CH:20]=[CH:19][C:18]=3[CH:17]=[CH:16][C:15]=2[F:23])[C@H:10]([CH2:25][CH3:26])[CH2:9]1)[C:2]1[CH:7]=[CH:6][CH:5]=[CH:4][CH:3]=1. Procedure details: Beginning with 5.4 gm (15.3 mMol) 1-benzyl-3-ethyl-4-hydroxy-4-(6-fluorobenzofur-7-yl)piperidine, 5.91 gm (88%) 1-benzyl-3-ethyl-4-(methyl oxoacetoxy)-4-(6-fluorobenzofur-7-yl)piperidine was recovered as an orange oil, essentially as described in EXAMPLE 16. This material was treated with tri(n-butyl)tin hydride essentially as described in EXAMPLE 16 to provide 4.91 gm of the desired compound. The reactants are O=C(O)c1ccc(Br)cc1[N+](=O)[O-], CCOC(C)=O, Cl, NCc1ccc(I)cc1F, C1CCOC1. The product is O=C(NCc1ccc(I)cc1F)c1ccc(Br)cc1[N+](=O)[O-]. RXN SMILES: [Br:1][c:2]1[cH:3][c:4]([N+:11](=[O:12])[O-:13])[c:5]([C:6](=[O:7])[OH:8])[cH:9][cH:10]1.[CH3:24][CH2:25][O:26][C:27](=[O:28])[CH3:29].[ClH:30].[F:14][c:15]1[c:16]([CH2:17][NH2:18])[cH:19][cH:20][c:21]([I:23])[cH:22]1.[O:31]1[CH2:32][CH2:33][CH2:34][CH2:35]1>>[Br:1][c:2]1[cH:3][c:4]([N+:11](=[O:12])[O-:13])[c:5]([C:6](=[O:8])[NH:18][CH2:17][c:16]2[c:15]([F:14])[cH:22][c:21]([I:23])[cH:20][cH:19]2)[cH:9][cH:10]1. Reactants: CC(C)(C)OC(=O)N1Cc2cc(O)ccc2CC1C(=O)O, CCCCCCCCBr, CS(C)=O, CCOC(C)=O, Cl, [Na+], [OH-], O. The product is CCCCCCCCOc1ccc2c(c1)CN(C(=O)OC(C)(C)C)C(C(=O)O)C2. As a reaction SMILES: [C:1]([CH3:2])([CH3:3])([CH3:4])[O:5][C:6](=[O:7])[N:8]1[CH2:9][c:10]2[cH:11][c:12]([OH:21])[cH:13][cH:14][c:15]2[CH2:16][CH:17]1[C:18](=[O:19])[OH:20].[CH2:22]([CH2:23][CH2:24][CH2:25][CH2:26][CH2:27][CH2:28][CH3:29])[Br:30].[CH3:35][S:36]([CH3:37])=[O:38].[CH3:39][CH2:40][O:41][C:42](=[O:43])[CH3:44].[ClH:32].[Na+:34].[OH-:33].[OH2:31]>>[C:1]([CH3:2])([CH3:3])([CH3:4])[O:5][C:6](=[O:7])[N:8]1[CH2:9][c:10]2[cH:11][c:12]([O:21][CH2:22][CH2:23][CH2:24][CH2:25][CH2:26][CH2:27][CH2:28][CH3:29])[cH:13][cH:14][c:15]2[CH2:16][CH:17]1[C:18](=[O:19])[OH:20].